This data is from the Open Reaction Database (ORD), a public repository of structured organic reaction records. The task is: describe an organic reaction: reactants, conditions, products, and yield Reaction SMILES: S(C1C=CC(C)=CC=1)(O[CH2:5][CH:6]1[O:8][CH2:7]1)(=O)=O.[NH2:16][C:17]1[C:22]([N+:23]([O-:25])=[O:24])=[CH:21][CH:20]=[CH:19][C:18]=1[OH:26].C([O-])([O-])=O.[K+].[K+]>CC(C)=O>[NH2:16][C:17]1[C:22]([N+:23]([O-:25])=[O:24])=[CH:21][CH:20]=[CH:19][C:18]=1[O:26][CH2:5][CH:6]1[O:8][CH2:7]1 |f:2.3.4|. Procedure: 21.7 g (0.095 mol) of glycidyl tosylate, 10 g (0.0475 mol) of 2-amino-3-nitrophenol and 6.5 g of crushed K2CO3 are mixed in acetone and the mixture is heated at reflux for 18 hours. The mixture is filtered and the solvent is evaporated under reduced pressure. The crude reaction product is purified by flash chromatography, elution being carried out with a 9/1 hexane/ethyl acetate mixture. The title compound is obtained. M.p.: 7°-78° C. The product is NC1=C(C=CC=C1[N+](=O)[O-])OCC1CO1 (2-amino-3-nitro-1-(2,3-epoxypropoxy)benzene). Starting materials: S(=O)(=O)(OCC1CO1)C1=CC=C(C)C=C1 (glycidyl tosylate), NC1=C(C=CC=C1[N+](=O)[O-])O (2-amino-3-nitrophenol), C(=O)([O-])[O-].[K+].[K+] (K2CO3). Run in CC(=O)C (acetone). The reactants are CC(C)(C)OC(=O)N1CCC(Oc2ccc(NCc3ccc4ccc(C#N)cc4c3)cc2)CC1, O=C([O-])[O-], CN(C)C=O, CCOC(=O)Cl, [K+], [K+]. Yields the product CCOC(=O)N(Cc1ccc2ccc(C#N)cc2c1)c1ccc(OC2CCN(C(=O)OC(C)(C)C)CC2)cc1. As a reaction SMILES: [C:1]([CH3:2])([CH3:3])([CH3:4])[O:5][C:6](=[O:7])[N:8]1[CH2:9][CH2:10][CH:11]([O:14][c:15]2[cH:16][cH:17][c:18]([NH:19][CH2:20][c:21]3[cH:22][cH:23][c:24]4[cH:25][cH:26][c:27]([C:31]#[N:32])[cH:28][c:29]4[cH:30]3)[cH:33][cH:34]2)[CH2:12][CH2:13]1.[C:41](=[O:42])([O-:43])[O-:44].[CH3:47][N:48]([CH3:49])[CH:50]=[O:51].[Cl:35][C:36](=[O:37])[O:38][CH2:39][CH3:40].[K+:45].[K+:46]>>[C:1]([CH3:2])([CH3:3])([CH3:4])[O:5][C:6](=[O:7])[N:8]1[CH2:9][CH2:10][CH:11]([O:14][c:15]2[cH:16][cH:17][c:18]([N:19]([CH2:20][c:21]3[cH:22][cH:23][c:24]4[cH:25][cH:26][c:27]([C:31]#[N:32])[cH:28][c:29]4[cH:30]3)[C:36](=[O:37])[O:38][CH2:39][CH3:40])[cH:33][cH:34]2)[CH2:12][CH2:13]1. Reaction SMILES: [CH3:1][O:2][C:3]1[C:8]([CH2:9][C:10](O)=[O:11])=[CH:7][CH:6]=[CH:5][N:4]=1.[H-].[Al+3].[Li+].[H-].[H-].[H-].C1COCC1.[OH-].[Na+]>O>[CH3:1][O:2][C:3]1[C:8]([CH2:9][CH2:10][OH:11])=[CH:7][CH:6]=[CH:5][N:4]=1 |f:1.2.3.4.5.6,8.9|. The product is COC1=NC=CC=C1CCO (2-(2-Methoxy-3-pyridyl)ethanol). Yield: 54.6%. The solvent is O (water), O (water). Starting materials: COC1=NC=CC=C1CC(=O)O ((2-methoxy-3-pyridyl)acetic acid), [H-].[Al+3].[Li+].[H-].[H-].[H-] (lithium aluminum hydride), C1CCOC1 (THF), [OH-].[Na+] (sodium hydroxide). Reported procedure: 2.4 g of (2-methoxy-3-pyridyl)acetic acid, 550 mg of lithium aluminum hydride and 20 ml of THF were stirred at room temperature for 0.5 hour. 0.27 ml of water, 3.9 ml of a 3.8N aqueous sodium hydroxide and 0.78 ml of water were successively added thereto, and the resulting solid was filtered off. The filtrate was evaporated, and the residue was purified by silica gel chromatography (hexane:ethyl acetate=2:1, subsequently 1:1), to give 1.2 g of a yellow oil.